Task: describe an organic reaction: reactants, conditions, products, and yield. Dataset: the Open Reaction Database (ORD), a public repository of structured organic reaction records Starting materials: [H-].[Na+] (sodium hydride), BrC=1C=C(C=CC1)O (3-Bromophenol), C(C)(C)(C)OC(CBr)=O (t-Butylbromoacetate). Solvent: CN(C=O)C (N,N-dimethylformamide). Reaction conditions: temperature 75 celsius. Yields the product C(C)(C)(C)OC(COC1=CC(=CC=C1)Br)=O (tert-butyl(3-bromophenoxy)acetate). The yield is 85.3%. As a reaction SMILES: [Br:1][C:2]1[CH:3]=[C:4]([OH:8])[CH:5]=[CH:6][CH:7]=1.[H-].[Na+].[C:11]([O:15][C:16](=[O:19])[CH2:17]Br)([CH3:14])([CH3:13])[CH3:12]>CN(C)C=O>[C:11]([O:15][C:16](=[O:19])[CH2:17][O:8][C:4]1[CH:5]=[CH:6][CH:7]=[C:2]([Br:1])[CH:3]=1)([CH3:14])([CH3:13])[CH3:12] |f:1.2|. Procedure: 3-Bromophenol (20.4 g, 118 mmol) dissolved in dry N,N-dimethylformamide was carefully treated with sodium hydride (4 g, 167 mmol). t-Butylbromoacetate (23 g, 118 mmol) was added and the mixture heated to 75° C. for 90 minutes. The reaction was concentrated in vacuo and the residue partitioned between ethyl acetate and water. The organic phase was washed with saturated ammonium acetate and concentrated in vacuo to yield 28.9 g of tert-butyl(3-bromophenoxy)acetate. Starting materials: O=C=NCc1ccccc1, C1CCOC1, CC(C)(C)[Si](C)(C)OCC(CCn1ccc2ccc(N)cc21)n1cnc(C(N)=O)c1. Product: CC(C)(C)[Si](C)(C)OCC(CCn1ccc2ccc(NC(=O)NCc3ccccc3)cc21)n1cnc(C(N)=O)c1. RXN SMILES: [CH2:31]([c:32]1[cH:33][cH:34][cH:35][cH:36][cH:37]1)[N:38]=[C:39]=[O:40].[CH2:41]1[O:42][CH2:43][CH2:44][CH2:45]1.[NH2:1][c:2]1[cH:3][cH:4][c:5]2[cH:6][cH:7][n:8]([CH2:11][CH2:12][CH:13]([CH2:14][O:15][Si:16]([CH3:17])([CH3:18])[C:19]([CH3:20])([CH3:21])[CH3:22])[n:23]3[cH:24][n:25][c:26]([C:28](=[O:29])[NH2:30])[cH:27]3)[c:9]2[cH:10]1>>[NH:1]([c:2]1[cH:3][cH:4][c:5]2[cH:6][cH:7][n:8]([CH2:11][CH2:12][CH:13]([CH2:14][O:15][Si:16]([CH3:17])([CH3:18])[C:19]([CH3:20])([CH3:21])[CH3:22])[n:23]3[cH:24][n:25][c:26]([C:28](=[O:29])[NH2:30])[cH:27]3)[c:9]2[cH:10]1)[C:39]([NH:38][CH2:31][c:32]1[cH:33][cH:34][cH:35][cH:36][cH:37]1)=[O:40]. Starting materials: SiO2,DCM MeOH, C1(=CC=CC=C1)C1N(CCC=2C3=CC=CC=C3NC12)C(\C=C\C1=CC=C(C=C1)C=O)=O ((E)-1-(1-Phenyl-1,3,4,9-tetrahydro-β-carbolin-2-yl)-3-(4-formylphenyl)propene-1-one), [C-]#N.[Na+] (sodium cyanide), C(C)(=O)O (acetic acid). The reagents and catalysts are O=[Mn]=O (MnO2). The solvent is CO (MeOH). Run at time 5 hour. Yields the product O=C(/C=C/C1=CC=C(C(=O)OC)C=C1)N1C(C=2NC3=CC=CC=C3C2CC1)C1=CC=CC=C1 ((E)-4-[3-Oxo-3-(1-Phenyl-1,3,4,9-tetrahydro-βcarbolin-2-yl)-Propenyl]benzoic Acid, Methyl Ester). Isolated yield 70.1%. RXN SMILES: [C:1]1([CH:7]2[C:19]3[NH:18][C:17]4[C:12](=[CH:13][CH:14]=[CH:15][CH:16]=4)[C:11]=3[CH2:10][CH2:9][N:8]2[C:20](=[O:31])/[CH:21]=[CH:22]/[C:23]2[CH:28]=[CH:27][C:26]([CH:29]=[O:30])=[CH:25][CH:24]=2)[CH:6]=[CH:5][CH:4]=[CH:3][CH:2]=1.[C-]#N.[Na+].[C:35](O)(=[O:37])C>CO.O=[Mn]=O>[O:31]=[C:20]([N:8]1[CH2:9][CH2:10][C:11]2[C:12]3[C:17](=[CH:16][CH:15]=[CH:14][CH:13]=3)[NH:18][C:19]=2[CH:7]1[C:1]1[CH:2]=[CH:3][CH:4]=[CH:5][CH:6]=1)/[CH:21]=[CH:22]/[C:23]1[CH:28]=[CH:27][C:26]([C:29]([O:37][CH3:35])=[O:30])=[CH:25][CH:24]=1 |f:1.2|. Reported procedure: To a solution of Example 9 (0.2 g, 0.49 mmol) in 20 mL of MeOH was added activated MnO2 (0.59 g, 14 equiv.), sodium cyanide (0.05 g, 2 equiv.) and acetic acid (0.05 g, 1.7 equiv.). The resulting mixture was stirred for 5 hours. Tlc monitoring showed a new compound (SiO2,DCM:MeOH (95:5), Rf=0.82). The mixture was filtered through a short column of celite using 150 mL of a mixture of MeOH:EtOAc:CHCl3 (1:25:25). After evaporation in vacuo the residue was purified via flash chromatography on a 2×20 ... Starting materials: BrCCOc1cccc(-c2noc3ccsc23)c1, O=C([O-])[O-], CC#N, [K+], [K+], O, CNc1ccsc1. The product is CN(CCOc1cccc(-c2noc3ccsc23)c1)c1ccsc1. RXN SMILES: [Br:1][CH2:2][CH2:3][O:4][c:5]1[cH:6][c:7](-[c:11]2[n:12][o:13][c:14]3[c:15]2[s:16][cH:17][cH:18]3)[cH:8][cH:9][cH:10]1.[C:19](=[O:20])([O-:21])[O-:22].[CH3:32][C:33]#[N:34].[K+:23].[K+:24].[OH2:35].[s:25]1[cH:26][c:27]([NH:30][CH3:31])[cH:28][cH:29]1>>[CH2:2]([CH2:3][O:4][c:5]1[cH:6][c:7](-[c:11]2[n:12][o:13][c:14]3[c:15]2[s:16][cH:17][cH:18]3)[cH:8][cH:9][cH:10]1)[N:30]([c:27]1[cH:26][s:25][cH:29][cH:28]1)[CH3:31]. Starting materials: OC1COCC1 (3-hydroxy tetrahydrofuran), C(C)OC(C(=[N+]=[N-])C1=CC=C(C=C1)S(=O)(=O)C1CC1)=O ((4-Cyclopropanesulfonyl-phenyl)diazo acetic acid ethyl ester), rhodium(II)acetate. Solvent: C(Cl)Cl (DCM), C(Cl)Cl (DCM). Run at temperature 25 celsius, time 3 hour. Product: C(C)OC(C(OC1COCC1)C1=CC=C(C=C1)S(=O)(=O)C1CC1)=O ((4-cyclopropanesulfonyl-phenyl)-[(tetrahydro-furan-3-yloxy)]-acetic acid ethyl ester). Isolated yield 41.9%. Reaction SMILES: [CH2:1]([O:3][C:4](=[O:20])[C:5]([C:8]1[CH:13]=[CH:12][C:11]([S:14]([CH:17]2[CH2:19][CH2:18]2)(=[O:16])=[O:15])=[CH:10][CH:9]=1)=[N+]=[N-])[CH3:2].[OH:21][CH:22]1[CH2:26][CH2:25][O:24][CH2:23]1>C(Cl)Cl>[CH2:1]([O:3][C:4](=[O:20])[CH:5]([C:8]1[CH:13]=[CH:12][C:11]([S:14]([CH:17]2[CH2:19][CH2:18]2)(=[O:16])=[O:15])=[CH:10][CH:9]=1)[O:21][CH:22]1[CH2:26][CH2:25][O:24][CH2:23]1)[CH3:2]. Procedure: (4-Cyclopropanesulfonyl-phenyl)diazo acetic acid ethyl ester (2 gm, 6.74 mmol) was dissolved in DCM (33 mL) under argon atmosphere. To this solution, 3-hydroxy tetrahydrofuran (1.36 mL, 16.87 mmol) was added followed by rhodium(II)acetate dimer (62 mg, 0.14 mmol). Mixture was stirred at 25° C. for 3 hr. Reaction mixture was diluted with DCM (25 mL), organic layer was washed with water followed by brine solution, dried over anhydrous sodium sulfate, filtered and concentrated under reduced pressur...